Dataset: the Open Reaction Database (ORD), a public repository of structured organic reaction records. Task: describe an organic reaction: reactants, conditions, products, and yield Reactants: CC(C)(C)OC(=O)N1CCN(C(=O)c2ccc(NC(=O)NCC3CC3)cc2)CC1, ClCCl, O=C(O)C(F)(F)F. Product: O=C(NCC1CC1)Nc1ccc(C(=O)N2CCNCC2)cc1. RXN SMILES: [CH:1]1([CH2:4][NH:5][C:6]([NH:7][c:8]2[cH:9][cH:10][c:11]([C:12](=[O:13])[N:14]3[CH2:15][CH2:16][N:17]([C:20]([O:21][C:22]([CH3:23])([CH3:24])[CH3:25])=[O:26])[CH2:18][CH2:19]3)[cH:27][cH:28]2)=[O:29])[CH2:2][CH2:3]1.[Cl:37][CH2:38][Cl:39].[OH:30][C:31]([C:32]([F:33])([F:34])[F:35])=[O:36]>>[CH:1]1([CH2:4][NH:5][C:6]([NH:7][c:8]2[cH:9][cH:10][c:11]([C:12](=[O:13])[N:14]3[CH2:15][CH2:16][NH:17][CH2:18][CH2:19]3)[cH:27][cH:28]2)=[O:29])[CH2:2][CH2:3]1. Starting materials: CN(C1(CCC(CC1)=CC(=O)N1CC(CC1)C1=CNC2=CC=CC=C12)C1=CC=C(C=C1)F)C (2-[4-dimethylamino-4-(4-fluorophenyl)cyclohexylidene]-1-[3-(1H-indol-3-yl)pyrrolidine-1-yl]-ethanone). Reagents/catalysts: [Pd] (Palladium on carbon). The solvent is CO (methanol). Conditions: time 23 hour. Yields the product CN(C1(CCC(CC1)CC(=O)N1CC(CC1)C1=CNC2=CC=CC=C12)C1=CC=C(C=C1)F)C (2-[4-dimethylamino-4-(4-fluorophenyl)cyclohexyl]-1-[3-(1H-indol-3-yl)pyrrolidine-1-yl]-ethanone). Isolated yield 64.0%. RXN SMILES: [CH3:1][N:2]([CH3:33])[C:3]1([C:26]2[CH:31]=[CH:30][C:29]([F:32])=[CH:28][CH:27]=2)[CH2:8][CH2:7][C:6](=[CH:9][C:10]([N:12]2[CH2:16][CH2:15][CH:14]([C:17]3[C:25]4[C:20](=[CH:21][CH:22]=[CH:23][CH:24]=4)[NH:19][CH:18]=3)[CH2:13]2)=[O:11])[CH2:5][CH2:4]1>[Pd].CO>[CH3:33][N:2]([CH3:1])[C:3]1([C:26]2[CH:27]=[CH:28][C:29]([F:32])=[CH:30][CH:31]=2)[CH2:8][CH2:7][CH:6]([CH2:9][C:10]([N:12]2[CH2:16][CH2:15][CH:14]([C:17]3[C:25]4[C:20](=[CH:21][CH:22]=[CH:23][CH:24]=4)[NH:19][CH:18]=3)[CH2:13]2)=[O:11])[CH2:5][CH2:4]1. Reported procedure: Palladium on carbon (5%, 60 mg) was added to a solution of 2-[4-dimethylamino-4-(4-fluorophenyl)cyclohexylidene]-1-[3-(1H-indol-3-yl)pyrrolidine-1-yl]-ethanone (605 mg, 1.36 mmole) in abs. methanol (100 ml). The reaction mixture was hydrogenated for 23 hours at RT under a pressure of 3 bar. The catalyst was separated using Celite and the filtrate was concentrated by evaporation. After chromatographic separation of the residue (579 mg) on silica gel (50 g) with EE/methanol (2:1) the non-polar dia... The reactants are FC(COC(C(=N)OCC(F)(F)F)=N)(F)F (1,2-di(2,2,2-trifluoroethoxy)ethanediimine), C(CCC)[Li].CCCCCC (n-butyllithium hexane), C1(=CC=CC=C1)[Sb](Cl)Cl (phenylantimony dichloride). Solvent: CCOCC (ether). Reaction conditions: temperature -78 celsius, time 30 minute. Yields the product C1(=CC=CC=C1)[Sb]1N=C(C(=N1)OCC(F)(F)F)OCC(F)(F)F (2-phenyl-4,5-di(2,2,2-trifluoroethoxy)-1,3,2-diazastibole). Yield: 45.0%. RXN SMILES: [F:1][C:2]([F:16])([F:15])[CH2:3][O:4][C:5](=[NH:14])[C:6]([O:8][CH2:9][C:10]([F:13])([F:12])[F:11])=[NH:7].C([Li])CCC.CCCCCC.[C:28]1([Sb:34](Cl)Cl)[CH:33]=[CH:32][CH:31]=[CH:30][CH:29]=1>CCOCC>[C:28]1([Sb:34]2[N:14]=[C:5]([O:4][CH2:3][C:2]([F:15])([F:16])[F:1])[C:6]([O:8][CH2:9][C:10]([F:13])([F:12])[F:11])=[N:7]2)[CH:33]=[CH:32][CH:31]=[CH:30][CH:29]=1 |f:1.2|. Procedure: The compound 1,2-di(2,2,2-trifluoroethoxy)ethanediimine (1.2 g, 5 mmol) was placed into a 50 mL Schlenk flask and the flask was flushed with nitrogen. Approximately 20 mL anhydrous diethyl ether was added, and the solution was cooled to approximately -70° to -80° C. (dry ice/isopropanol). Ten mmol (4.9 mL, 2.03M) n-butyllithium/hexane was then added dropwise via syringe; the solution was stirred at -78° C. for approximately 30 minutes. A solution of 1.35 g (5.0 mmol) of phenylantimony dichloride... Reactants: C(C)(C)(C)OC(N(C)C1=NC=NC(=C1)NN)=O ((6-hydrazino-pyrimidin-4-yl)-methyl-carbamic acid tert-butyl ester), C(C)OC(C(=COCC)C#N)=O (2-cyano-3-ethoxy-acrylic acid ethyl ester). The solvent is C(C)O (ethanol). Product: C(C)OC(=O)C=1C=NN(C1N)C1=NC=NC(=C1)N(C)C(=O)OC(C)(C)C (5-amino-1-[6-(tert-butoxycarbonyl-methyl-amino)-pyrimidin-4-yl]-1H-pyrazole-4-carboxylic acid ethyl ester). Reaction SMILES: [C:1]([O:5][C:6](=[O:17])[N:7]([C:9]1[CH:14]=[C:13]([NH:15][NH2:16])[N:12]=[CH:11][N:10]=1)[CH3:8])([CH3:4])([CH3:3])[CH3:2].[CH2:18]([O:20][C:21](=[O:29])[C:22]([C:27]#[N:28])=[CH:23]OCC)[CH3:19]>C(O)C>[CH2:18]([O:20][C:21]([C:22]1[CH:23]=[N:16][N:15]([C:13]2[CH:14]=[C:9]([N:7]([C:6]([O:5][C:1]([CH3:4])([CH3:2])[CH3:3])=[O:17])[CH3:8])[N:10]=[CH:11][N:12]=2)[C:27]=1[NH2:28])=[O:29])[CH3:19]. Procedure details: A mixture of (6-hydrazino-pyrimidin-4-yl)-methyl-carbamic acid tert-butyl ester (4.0 g, 16.7 mmol), 2-cyano-3-ethoxy-acrylic acid ethyl ester (3.02 g, 17.5 mmol) and ethanol (25 mL) is heated to reflux for 4 hours. The reaction mixture is then concentrated and triturated with water (10 mL). White precipitate forms. After filtration, the undissolved solid is further washed with water, then air-dried to give 5-amino-1-[6-(tert-butoxycarbonyl-methyl-amino)-pyrimidin-4-yl]-1H-pyrazole-4-carboxylic a...